This data is from the Open Reaction Database (ORD), a public repository of structured organic reaction records. The task is: describe an organic reaction: reactants, conditions, products, and yield Starting materials: O=C([O-])[O-], O=C(C=Cc1ccccc1)C=Cc1ccccc1, O=C(C=Cc1ccccc1)C=Cc1ccccc1, O=C(C=Cc1ccccc1)C=Cc1ccccc1, CN1C(=O)CCN(C2CCCCC2)c2nc(Cl)ncc21, [Cs+], [Cs+], CN1CCC(NC(=O)c2cc(F)c(N)cc2F)CC1, C1COCCO1, [Pd+2]. The product is CN1CCC(NC(=O)c2cc(F)c(Nc3ncc4c(n3)N(C3CCCCC3)CCC(=O)N4C)cc2F)CC1. RXN SMILES: [C:40](=[O:41])([O-:42])[O-:43].[CH:47](=[CH:48][C:49]([CH:50]=[CH:51][c:52]1[cH:53][cH:54][cH:55][cH:56][cH:57]1)=[O:58])[c:59]1[cH:60][cH:61][cH:62][cH:63][cH:64]1.[CH:65](=[CH:66][C:67]([CH:68]=[CH:69][c:70]1[cH:71][cH:72][cH:73][cH:74][cH:75]1)=[O:76])[c:77]1[cH:78][cH:79][cH:80][cH:81][cH:82]1.[CH:83](=[CH:84][C:85]([CH:86]=[CH:87][c:88]1[cH:89][cH:90][cH:91][cH:92][cH:93]1)=[O:94])[c:95]1[cH:96][cH:97][cH:98][cH:99][cH:100]1.[Cl:1][c:2]1[n:3][cH:4][c:5]2[c:11]([n:12]1)[N:10]([CH:13]1[CH2:14][CH2:15][CH2:16][CH2:17][CH2:18]1)[CH2:9][CH2:8][C:7](=[O:19])[N:6]2[CH3:20].[Cs+:44].[Cs+:45].[NH2:21][c:22]1[cH:23][c:24]([F:39])[c:25]([C:26](=[O:27])[NH:28][CH:29]2[CH2:30][CH2:31][N:32]([CH3:35])[CH2:33][CH2:34]2)[cH:36][c:37]1[F:38].[O:101]1[CH2:102][CH2:103][O:104][CH2:105][CH2:106]1.[Pd+2:46]>>[c:2]1([NH:21][c:22]2[cH:23][c:24]([F:39])[c:25]([C:26](=[O:27])[NH:28][CH:29]3[CH2:30][CH2:31][N:32]([CH3:35])[CH2:33][CH2:34]3)[cH:36][c:37]2[F:38])[n:3][cH:4][c:5]2[c:11]([n:12]1)[N:10]([CH:13]1[CH2:14][CH2:15][CH2:16][CH2:17][CH2:18]1)[CH2:9][CH2:8][C:7](=[O:19])[N:6]2[CH3:20]. The reactants are S(=O)(=O)(O)O.NO (hydroxylamine sulfate), [OH-].[Na+] (sodium hydroxide), C(C1=CC=CC=C1)=O (benzaldehyde), CO (methanol). Solvent: C(C)(=O)O (acetic acid), O (water). Reaction conditions: temperature 10 celsius. The product is C(C1=CC=CC=C1)=NO (Benzaldehyde Oxime). The yield is 95.0%. RXN SMILES: S(O)(O)(=O)=O.[NH2:6][OH:7].[CH:8](=O)[C:9]1[CH:14]=[CH:13][CH:12]=[CH:11][CH:10]=1.CO.[OH-].[Na+]>C(O)(=O)C.O>[CH:8](=[N:6][OH:7])[C:9]1[CH:14]=[CH:13][CH:12]=[CH:11][CH:10]=1 |f:0.1,4.5|. Procedure: 943 g. (5.75 moles) of hydroxylamine sulfate are placed in a 12 liter flask with 1166 g. (11 moles) of benzaldehyde, 250 ml. of methanol and 5900 ml. of water. The mixture is stirred and chilled to 10° C. in an ice bath. Add 960 g. (12 mole) of 50% sodium hydroxide is added to the mixture gradually over a period of one hour while the temperature of the mixture is maintained below 25° C. with cooling. The mixture is stirred until the reaction is complete (approximately one hour). The mixture is n... Starting materials: C1OC(C)([C@H]2CC[C@H]3[C@@H]4C[C@H]([C@H]5C[C@@H](CC[C@]5(C)[C@H]4C(C[C@]23C)=O)O)C)OC1 (20,20-Ethylenedioxy-3α-hydroxy-6β-methyl-5α-pregnan-11-one), [BH4-].[Na+] (sodium borohydride). Solvent: O (water), CC(C)O (propan-2-ol), O (water), CC(=O)C (acetone), Cl (hydrochloric acid), O (water). Conditions: time 8 hour. Yields the product O[C@H]1C[C@@H]2[C@@H](C[C@H]3[C@@H]4CC[C@H](C(C)=O)[C@]4(C[C@@H]([C@@H]3[C@]2(CC1)C)O)C)C (3α,11β-Dihydroxy-6β-methyl-5α-pregnan-20-one). The yield is 57.7%. Reaction SMILES: C1CO[C:3]([C@@H:5]2[C@:22]3([CH3:23])[C@H:8]([C@H:9]4[C@H:19]([C:20](=[O:24])[CH2:21]3)[C@:17]3([CH3:18])[C@H:12]([CH2:13][C@H:14]([OH:25])[CH2:15][CH2:16]3)[C@H:11]([CH3:26])[CH2:10]4)[CH2:7][CH2:6]2)([CH3:4])[O:2]1.[BH4-].[Na+]>CC(O)C.O.CC(C)=O.Cl>[OH:25][C@@H:14]1[CH2:15][CH2:16][C@@:17]2([CH3:18])[C@@H:12]([C@H:11]([CH3:26])[CH2:10][C@@H:9]3[C@@H:19]2[C@@H:20]([OH:24])[CH2:21][C@@:22]2([CH3:23])[C@H:8]3[CH2:7][CH2:6][C@@H:5]2[C:3](=[O:2])[CH3:4])[CH2:13]1 |f:1.2|. Procedure details: 20,20-Ethylenedioxy-3α-hydroxy-6β-methyl-5α-pregnan-11-one (1.36 g) was dissolved in propan-2-ol (90 ml) and a solution of sodium borohydride (500 mg) in water (10 ml) was added. The solution was stirred at 20° overnight and then diluted with water (200 ml). Extraction with chloroform (2×100 ml) gave, on evaporation of the extract, a colourless gum which was dissolved in a mixture of acetone (50 ml) and 2N-hydrochloric acid (5 ml). After 2 hours the solution was diluted with water (100 ml) and e... Reactants: ClC1=NC(=C2NC=NC2=N1)Cl (2,6-dichloropurine), C([O-])([O-])=O.[K+].[K+] (potassium carbonate), FC1=C(CBr)C(=CC=C1)F (2,6-difluorobenzylbromide). The solvent is CS(=O)C (DMSO). Product: ClC1=NC(=C2N=CN(C2=N1)CC1=C(C=CC=C1F)F)Cl (2,6-Dichloro-9-(2,6-difluoro-benzyl)-9H-purine). The yield is 61.0%. RXN SMILES: [Cl:1][C:2]1[N:10]=[C:9]2[C:5]([NH:6][CH:7]=[N:8]2)=[C:4]([Cl:11])[N:3]=1.C(=O)([O-])[O-].[K+].[K+].[F:18][C:19]1[CH:26]=[CH:25][CH:24]=[C:23]([F:27])[C:20]=1[CH2:21]Br>CS(C)=O>[Cl:1][C:2]1[N:10]=[C:9]2[C:5]([N:6]=[CH:7][N:8]2[CH2:21][C:20]2[C:19]([F:18])=[CH:26][CH:25]=[CH:24][C:23]=2[F:27])=[C:4]([Cl:11])[N:3]=1 |f:1.2.3|. Reported procedure: To a stirred solution of 2,6-dichloropurine (5.3 mmol) in 10 ml anhydrous DMSO at room temperature was added anhydrous potassium carbonate (6.34 mmol) and 2,6-difluorobenzylbromide (6.34 mmol). The reaction mixture was maintained at this temperature for 20 hrs. The reaction can be monitored using either TLC or LC/MS. The reaction mixture was poured in to a beaker containing ice-cold water. The aqueous layer was acidified to pH 5-6. Extraction of the aqueous layer, using 3×75 ml portions of ethyl... Reactants: CC(=O)O, Oc1cc(C(Cl)=C(Cl)Cl)cc(C(Cl)=C(Cl)Cl)c1, [Na+], O=C([O-])O, O=C(CCl)NCO, O=S(=O)(O)O. Yields the product O=C(CCl)NCc1c(O)cc(C(Cl)=C(Cl)Cl)cc1C(Cl)=C(Cl)Cl. RXN SMILES: [CH3:35][C:36](=[O:37])[OH:38].[Cl:1][C:2](=[C:3]([Cl:4])[Cl:5])[c:6]1[cH:7][c:8]([OH:17])[cH:9][c:10]([C:12](=[C:13]([Cl:14])[Cl:15])[Cl:16])[cH:11]1.[Na+:34].[O-:30][C:31]([OH:32])=[O:33].[OH:18][CH2:19][NH:20][C:21]([CH2:22][Cl:23])=[O:24].[S:25](=[O:26])(=[O:27])([OH:28])[OH:29]>>[Cl:1][C:2](=[C:3]([Cl:4])[Cl:5])[c:6]1[c:7]([CH2:19][NH:20][C:21]([CH2:22][Cl:23])=[O:24])[c:8]([OH:17])[cH:9][c:10]([C:12](=[C:13]([Cl:14])[Cl:15])[Cl:16])[cH:11]1. Reactants: CC1(CC(C2=CC=C(C=C12)OS(=O)(=O)C(F)(F)F)=O)C (trifluoro-methanesulfonic acid 3,3-dimethyl-1-oxo-indan-5-yl ester), C(C)S(=O)(=O)C=1C=C(C=CC1)B(O)O (3-(ethylsulfonyl)phenyl boronic acid). Yields the product C(C)S(=O)(=O)C=1C=C(C=CC1)C=1C=C2C(CC(C2=CC1)=O)(C)C (5-[3-(ethylsulfonyl)phenyl]-3,3-dimethylindan-1-one). Reaction SMILES: [CH3:1][C:2]1([CH3:20])[C:10]2[C:5](=[CH:6][CH:7]=[C:8](OS(C(F)(F)F)(=O)=O)[CH:9]=2)[C:4](=[O:19])[CH2:3]1.[CH2:21]([S:23]([C:26]1[CH:27]=[C:28](B(O)O)[CH:29]=[CH:30][CH:31]=1)(=[O:25])=[O:24])[CH3:22]>>[CH2:21]([S:23]([C:26]1[CH:31]=[C:30]([C:8]2[CH:9]=[C:10]3[C:5](=[CH:6][CH:7]=2)[C:4](=[O:19])[CH2:3][C:2]3([CH3:1])[CH3:20])[CH:29]=[CH:28][CH:27]=1)(=[O:24])=[O:25])[CH3:22]. Reported procedure: The title compound was prepared from trifluoro-methanesulfonic acid 3,3-dimethyl-1-oxo-indan-5-yl ester and 3-(ethylsulfonyl)phenyl boronic acid according to the procedure described in example 21. MS m/z 329; HRMS: calcd for C19H20O3S+H+, 329.12059; found (ESI, [M+H]+), 329.1217.